Dataset: the Open Reaction Database (ORD), a public repository of structured organic reaction records. Task: describe an organic reaction: reactants, conditions, products, and yield The reactants are COC(=O)CBr, CC(C)(C)OC(=O)NC(Cc1ccc(Cl)cc1)C(=O)NN1CC(NC2CCCCC2)C1, CC(C(=O)O)N(c1ccc(Cl)cc1)S(C)(=O)=O. Yields the product COC(=O)N(C1CCCCC1)C1CN(NC(=O)C(Cc2ccc(Cl)cc2)NC(=O)OC(C)(C)C)C1. Reaction SMILES: [Br:49][CH2:50][C:51](=[O:52])[O:53][CH3:54].[C:18](=[O:19])([O:20][C:21]([CH3:22])([CH3:23])[CH3:24])[NH:25][CH:26]([C:27](=[O:28])[NH:29][N:30]1[CH2:31][CH:32]([NH:34][CH:35]2[CH2:36][CH2:37][CH2:38][CH2:39][CH2:40]2)[CH2:33]1)[CH2:41][c:42]1[cH:43][cH:44][c:45]([Cl:48])[cH:46][cH:47]1.[CH3:1][S:2]([N:3]([c:4]1[cH:5][cH:6][c:7]([Cl:8])[cH:9][cH:10]1)[CH:11]([C:12]([OH:13])=[O:14])[CH3:15])(=[O:16])=[O:17]>>[C:18](=[O:19])([O:20][C:21]([CH3:22])([CH3:23])[CH3:24])[NH:25][CH:26]([C:27](=[O:28])[NH:29][N:30]1[CH2:31][CH:32]([N:34]([CH:35]2[CH2:36][CH2:37][CH2:38][CH2:39][CH2:40]2)[C:51](=[O:52])[O:53][CH3:54])[CH2:33]1)[CH2:41][c:42]1[cH:43][cH:44][c:45]([Cl:48])[cH:46][cH:47]1. Starting materials: CC(C)OC(=O)/N=N/C(=O)OC(C)C (DIAD), C1=CC=C(C=C1)P(C2=CC=CC=C2)C3=CC=CC=C3 (PPh3), FC1=CC=C(C=C1)O (4-fluorophenol), N(=NC(=O)OC(C)C)C(=O)OC(C)C (Diisopropyl azodicarboxylate), OCC1=NN(C(=C1)C=1C=C(C=CC1)C(C)(C)NS(=O)(=O)CC(F)(F)F)C (2,2,2-Trifluoroethanesulfonic acid {1-[3-(3-hydroxymethyl-1-methyl-1H-pyrazol-5-yl)-phenyl]-1-methylethyl}-amide), C1=CC=C(C=C1)P(C2=CC=CC=C2)C3=CC=CC=C3 (PPh3), FC1=CC=C(C=C1)O (4-fluorophenol). The solvent is C1CCOC1 (THF). Reaction conditions: time 2 hour. The product is FC(CS(=O)(=O)NC(C)(C)C1=CC(=CC=C1)C1=CC(=NN1C)COC1=CC=C(C=C1)F)(F)F (2,2,2-Trifluoro-N-[1-(3-{3-[4-fluorophenoxymethyl]-1-methyl-1H-pyrazol-5-yl}phenyl)-1-methylethyl]ethanesulfonamide). RXN SMILES: N(C(OC(C)C)=O)=NC(OC(C)C)=O.[OH:15][CH2:16][C:17]1[CH:21]=[C:20]([C:22]2[CH:23]=[C:24]([C:28]([NH:31][S:32]([CH2:35][C:36]([F:39])([F:38])[F:37])(=[O:34])=[O:33])([CH3:30])[CH3:29])[CH:25]=[CH:26][CH:27]=2)[N:19]([CH3:40])[N:18]=1.C1C=CC(P(C2C=CC=CC=2)C2C=CC=CC=2)=CC=1.[F:60][C:61]1[CH:66]=[CH:65][C:64](O)=[CH:63][CH:62]=1.CC(OC(/N=N/C(OC(C)C)=O)=O)C>C1COCC1>[F:37][C:36]([F:39])([F:38])[CH2:35][S:32]([NH:31][C:28]([C:24]1[CH:25]=[CH:26][CH:27]=[C:22]([C:20]2[N:19]([CH3:40])[N:18]=[C:17]([CH2:16][O:15][C:64]3[CH:65]=[CH:66][C:61]([F:60])=[CH:62][CH:63]=3)[CH:21]=2)[CH:23]=1)([CH3:30])[CH3:29])(=[O:34])=[O:33]. Procedure details: Diisopropyl azodicarboxylate (57 mg, 0.27 mmol) was added dropwise to a stirred solution of the alcohol from Step 5 (75 mg, 0.19 mmol), PPh3 (75 mg, 0.27 mmol) and 4-fluorophenol (26 mg, 0.23 mmol) in THF (10 mL) under N2 and the resulting mixture was stirred at RT for 2 hours. Further DIAD (19 mg, 0.09 mmol), PPh3 (25 mg, 0.09 mmol) and 4-fluorophenol (11 mg, 0.09 mmol) were added and stirring was continued for a further 30 min. The reaction mixture was then concentrated under reduced pressure ...